From a dataset of the Open Reaction Database (ORD), a public repository of structured organic reaction records. describe an organic reaction: reactants, conditions, products, and yield Starting materials: Cc1cn(C2OC(CO)C(O)C2OCCCN2C(=O)c3ccccc3C2=O)c(=S)[nH]c1=O, CO, NN. The product is Cc1cn(C2OC(CO)C(O)C2OCCCN)c(=S)[nH]c1=O. RXN SMILES: [C:1]1(=[O:2])[N:5]([CH2:6][CH2:7][CH2:8][O:9][CH:10]2[CH:11]([n:18]3[c:19](=[S:20])[nH:21][c:22](=[O:23])[c:24]([CH3:26])[cH:25]3)[O:12][CH:13]([CH2:16][OH:17])[CH:14]2[OH:15])[C:3](=[O:4])[c:27]2[cH:28][cH:29][cH:30][cH:31][c:32]21.[CH3:35][OH:36].[NH2:33][NH2:34]>>[NH2:5][CH2:6][CH2:7][CH2:8][O:9][CH:10]1[CH:11]([n:18]2[c:19](=[S:20])[nH:21][c:22](=[O:23])[c:24]([CH3:26])[cH:25]2)[O:12][CH:13]([CH2:16][OH:17])[CH:14]1[OH:15]. Reactants: C1(CCC1)CC(C1=C(C=CC=C1)N1CCCCC1)N (α-cyclobutylmethyl-2-piperidino-benzylamine), C(C)OC=1C=C(C=CC1C(=O)OCC)CC(=O)O (3-ethoxy-4-ethoxycarbonyl-phenyl acetic acid). Product: C(C)OC1=C(C(=O)OCC)C=CC(=C1)CC(=O)NC(C1=C(C=CC=C1)N1CCCCC1)CC1CCC1 (Ethyl 2-ethoxy-4-[N-(α-cyclobutylmethyl-2-piperidino-benzyl)-aminocarbonylmethyl]-benzoate). As a reaction SMILES: [CH:1]1([CH2:5][CH:6]([NH2:19])[C:7]2[CH:12]=[CH:11][CH:10]=[CH:9][C:8]=2[N:13]2[CH2:18][CH2:17][CH2:16][CH2:15][CH2:14]2)[CH2:4][CH2:3][CH2:2]1.[CH2:20]([O:22][C:23]1[CH:24]=[C:25]([CH2:34][C:35](O)=[O:36])[CH:26]=[CH:27][C:28]=1[C:29]([O:31][CH2:32][CH3:33])=[O:30])[CH3:21]>>[CH2:20]([O:22][C:23]1[CH:24]=[C:25]([CH2:34][C:35]([NH:19][CH:6]([CH2:5][CH:1]2[CH2:4][CH2:3][CH2:2]2)[C:7]2[CH:12]=[CH:11][CH:10]=[CH:9][C:8]=2[N:13]2[CH2:18][CH2:17][CH2:16][CH2:15][CH2:14]2)=[O:36])[CH:26]=[CH:27][C:28]=1[C:29]([O:31][CH2:32][CH3:33])=[O:30])[CH3:21]. Procedure details: Prepared analogously to Example 47 from α-cyclobutylmethyl-2-piperidino-benzylamine and 3-ethoxy-4-ethoxycarbonyl-phenyl acetic acid. As a reaction SMILES: [C:13](=[O:14])([OH:15])[O-:16].[CH3:18][OH:19].[ClH:10].[NH2:11][OH:12].[Na+:17].[OH2:20].[n:1]1[cH:2][c:3]([C:7]([CH3:8])=[O:9])[cH:4][cH:5][cH:6]1>>[n:1]1[cH:2][c:3]([C:7]([CH3:8])=[N:11][OH:12])[cH:4][cH:5][cH:6]1. Starting materials: O=C([O-])O, CO, Cl, NO, [Na+], O, CC(=O)c1cccnc1. The product is CC(=NO)c1cccnc1. The reactants are FC(C1=CC=C(C=C1)B(O)O)(F)F (4-(trifluoromethyl)phenylboronic acid), C([O-])([O-])=O.[Cs+].[Cs+] (cesium carbonate), C(C)(=O)OCCOC1=NN(C(=C1I)N(COCCOC)S(=O)(=O)C1=CC=C(C=C1)C(C)(C)C)C (2-[(5-{{[4-(tert-butyl)phenyl]sulfonyl}[(2-methoxyethoxy)methyl]amino)-4-iodo-1-methyl-1H-pyrazol-3-yl)oxy]ethyl acetate), C(C)O (ethanol). Run in O (water), C1(=CC=CC=C1)C (toluene). Yields the product C(C)(=O)OCCOC1=NN(C(=C1C1=CC=C(C=C1)C(F)(F)F)N(COCCOC)S(=O)(=O)C1=CC=C(C=C1)C(C)(C)C)C (2-({5-{{[4-(tert-butyl)phenyl]sulfonyl}[(2-methoxyethoxy)methyl]amino}-1-methyl-4-[4-(trifluoromethyl)phenyl]-1H-pyrazol-3-yl}oxy)ethyl acetate), solid. As a reaction SMILES: [C:1]([O:4][CH2:5][CH2:6][O:7][C:8]1[C:12](I)=[C:11]([N:14]([S:21]([C:24]2[CH:29]=[CH:28][C:27]([C:30]([CH3:33])([CH3:32])[CH3:31])=[CH:26][CH:25]=2)(=[O:23])=[O:22])[CH2:15][O:16][CH2:17][CH2:18][O:19][CH3:20])[N:10]([CH3:34])[N:9]=1)(=[O:3])[CH3:2].C(O)C.C(=O)([O-])[O-].[Cs+].[Cs+].[F:44][C:45]([F:56])([F:55])[C:46]1[CH:51]=[CH:50][C:49](B(O)O)=[CH:48][CH:47]=1>C1(C)C=CC=CC=1.O>[C:1]([O:4][CH2:5][CH2:6][O:7][C:8]1[C:12]([C:49]2[CH:50]=[CH:51][C:46]([C:45]([F:56])([F:55])[F:44])=[CH:47][CH:48]=2)=[C:11]([N:14]([S:21]([C:24]2[CH:29]=[CH:28][C:27]([C:30]([CH3:33])([CH3:32])[CH3:31])=[CH:26][CH:25]=2)(=[O:23])=[O:22])[CH2:15][O:16][CH2:17][CH2:18][O:19][CH3:20])[N:10]([CH3:34])[N:9]=1)(=[O:3])[CH3:2] |f:2.3.4|. Procedure: To 2-[(5-{{[4-(tert-butyl)phenyl]sulfonyl}[(2-methoxyethoxy)methyl]amino)-4-iodo-1-methyl-1H-pyrazol-3-yl)oxy]ethyl acetate (Preparation 14) (300 mg) in solution in toluene (5 ml) were successively added ethanol (1 ml), cesium carbonate (805 mg) in water (2 ml), and 4-(trifluoromethyl)phenylboronic acid (187 mg) at room temperature. The reaction mixture was degassed (vacuum followed by nitrogen atmosphere). This operation was repeated 5 times. The tetrakis(triphenylphosphine)-palladium(0) (15 mg... The reactants are C(C)OC(=O)C1=CNC2=CC=C(C=C2C1=O)Cl (Ethyl-6-chloro-4-oxo-1,4-dihydroquinoline-3-carboxylate), O(Cl)Cl.[P+5] (phosphorus (V) oxychloride). Conditions: temperature 125 celsius. Product: C(C)OC(=O)C=1C=NC2=CC=C(C=C2C1Cl)Cl (Ethyl-4, 6-dichloroquinoline-3-carboxylate). RXN SMILES: [CH2:1]([O:3][C:4]([C:6]1[C:15](=O)[C:14]2[C:9](=[CH:10][CH:11]=[C:12]([Cl:17])[CH:13]=2)[NH:8][CH:7]=1)=[O:5])[CH3:2].O(Cl)[Cl:19].[P+5]>>[CH2:1]([O:3][C:4]([C:6]1[CH:7]=[N:8][C:9]2[C:14]([C:15]=1[Cl:19])=[CH:13][C:12]([Cl:17])=[CH:11][CH:10]=2)=[O:5])[CH3:2] |f:1.2|. Procedure: Ethyl-6-chloro-4-oxo-1,4-dihydroquinoline-3-carboxylate (19.8 mmol) and phosphorus (V) oxychloride (99.3 mmol) was stirred and heated to 125° C. for 12 hours. The mixture was cooled to ambient temperature and the phosphorus (V) oxychloride was evaporated. The crude product was used without further purification. MS m/z 271.80 (M+1). Starting materials: CC(C)(C)[Si](C)(C)Cl, CN(C)c1ccncc1, Oc1cc(Cl)cc(Cl)c1, ClCCl. Yields the product CC(C)(C)[Si](C)(C)Oc1cc(Cl)cc(Cl)c1. Reaction SMILES: [C:10]([CH3:11])([CH3:12])([CH3:13])[Si:14]([CH3:15])([CH3:16])[Cl:17].[CH3:18][N:19]([CH3:20])[c:21]1[cH:22][cH:23][n:24][cH:25][cH:26]1.[Cl:1][c:2]1[cH:3][c:4]([OH:9])[cH:5][c:6]([Cl:8])[cH:7]1.[Cl:27][CH2:28][Cl:29]>>[Cl:1][c:2]1[cH:3][c:4]([O:9][Si:14]([C:10]([CH3:11])([CH3:12])[CH3:13])([CH3:15])[CH3:16])[cH:5][c:6]([Cl:8])[cH:7]1. Product: Nc1c(Cl)cc(CC(NC(=O)N2CCC(N3CCc4ccccc4NC3=O)CC2)C(=O)N2CCC(C3CCN(CC(=O)O)CC3)CC2)cc1C(F)(F)F. As a reaction SMILES: [CH2:4]([CH3:5])[CH:6]([C:7](=[O:8])[O-:9])[N:10]1[CH2:11][CH2:12][CH:13]([CH:16]2[CH2:17][CH2:18][N:19]([C:22]([CH:23]([CH2:24][c:25]3[cH:26][c:27]([Cl:36])[c:28]([NH2:35])[c:29]([C:31]([F:32])([F:33])[F:34])[cH:30]3)[NH:37][C:38](=[O:39])[N:40]3[CH2:41][CH2:42][CH:43]([N:46]4[C:47](=[O:57])[NH:48][c:49]5[c:50]([cH:53][cH:54][cH:55][cH:56]5)[CH2:51][CH2:52]4)[CH2:44][CH2:45]3)=[O:58])[CH2:20][CH2:21]2)[CH2:14][CH2:15]1.[CH2:61]1[O:62][CH2:63][CH2:64][CH2:65]1.[ClH:59].[Li+:3].[OH-:2].[OH2:1].[OH2:60]>>[CH2:6]([C:7](=[O:8])[OH:9])[N:10]1[CH2:11][CH2:12][CH:13]([CH:16]2[CH2:17][CH2:18][N:19]([C:22]([CH:23]([CH2:24][c:25]3[cH:26][c:27]([Cl:36])[c:28]([NH2:35])[c:29]([C:31]([F:32])([F:33])[F:34])[cH:30]3)[NH:37][C:38](=[O:39])[N:40]3[CH2:41][CH2:42][CH:43]([N:46]4[C:47](=[O:57])[NH:48][c:49]5[c:50]([cH:53][cH:54][cH:55][cH:56]5)[CH2:51][CH2:52]4)[CH2:44][CH2:45]3)=[O:58])[CH2:20][CH2:21]2)[CH2:14][CH2:15]1. The reactants are CCC(C(=O)[O-])N1CCC(C2CCN(C(=O)C(Cc3cc(Cl)c(N)c(C(F)(F)F)c3)NC(=O)N3CCC(N4CCc5ccccc5NC4=O)CC3)CC2)CC1, C1CCOC1, Cl, [Li+], [OH-], O, O.